This data is from the Open Reaction Database (ORD), a public repository of structured organic reaction records. The task is: describe an organic reaction: reactants, conditions, products, and yield The reactants are CS(=O)(=O)C1CNCCC1C1=C(C(=O)N(CC(P(OCC)(=O)OCC)P(OCC)(=O)OCC)C=NN)C=CC=C1 (tetraethyl 2-[(3-methylsulfonyl-4-piperidylbenzoyl)-(aminoiminomethyl)amino]ethane-1, 1-bisphosphonate), Br[Si](C)(C)C (bromotrimethylsilane). Run in O1CCOCC1 (dioxane), CO (methanol), O (water). Run at time 16 hour. The product is CS(=O)(=O)C1CNCCC1C1=C(C(=O)N(CC(P(O)(=O)O)P(O)(=O)O)C=NN)C=CC=C1 (2-[(3-methylsulfonyl-4-piperidylbenzoyl)(aminoiminomethyl)amino]ethane-1,1-bisphosphonic acid). RXN SMILES: [CH3:1][S:2]([CH:5]1[CH:10]([C:11]2[CH:40]=[CH:39][CH:38]=[CH:37][C:12]=2[C:13]([N:15]([CH:34]=[N:35][NH2:36])[CH2:16][CH:17]([P:26]([O:31]CC)(=[O:30])[O:27]CC)[P:18]([O:23]CC)(=[O:22])[O:19]CC)=[O:14])[CH2:9][CH2:8][NH:7][CH2:6]1)(=[O:4])=[O:3].Br[Si](C)(C)C>O1CCOCC1.CO.O>[CH3:1][S:2]([CH:5]1[CH:10]([C:11]2[CH:40]=[CH:39][CH:38]=[CH:37][C:12]=2[C:13]([N:15]([CH:34]=[N:35][NH2:36])[CH2:16][CH:17]([P:18]([OH:22])(=[O:19])[OH:23])[P:26]([OH:31])(=[O:27])[OH:30])=[O:14])[CH2:9][CH2:8][NH:7][CH2:6]1)(=[O:4])=[O:3]. Procedure: 1.5 g (2.4 mmol) of tetraethyl 2-[(3-methylsulfonyl-4-piperidylbenzoyl)-(aminoiminomethyl) amino]ethane-1,1-bisphosphonate from Example 1 are dissolved in 60 ml of absolute dioxane at 60° C. The reaction mixture is subsequently allowed to reach room temperature, and 1.64 g (10.8 mmol) of bromotrimethylsilane are added. The mixture is stirred at room temperature for 16 hours and subsequently heated at 60° C. for a further 4 hours. Solvent and volatiles are subsequently removed at 40° C./0.1 torr.... The reactants are FC=1C=C(C=CC1)OC (3-fluoro-anisole), [N+](=O)(O)[O-] (nitric acid). Solvent: C(C)(=O)OC(C)=O (acetic acid anhydride), C(C)(=O)OC(C)=O (acetic acid anhydride). Reaction conditions: time 1 hour. The product is [N+](=O)([O-])C1=C(C=C(C=C1)F)OC (2-nitro-5-fluoro-anisole). Reaction SMILES: [N+:1]([O-:4])(O)=[O:2].[F:5][C:6]1[CH:7]=[C:8]([O:12][CH3:13])[CH:9]=[CH:10][CH:11]=1>C(OC(=O)C)(=O)C>[N+:1]([C:9]1[CH:10]=[CH:11][C:6]([F:5])=[CH:7][C:8]=1[O:12][CH3:13])([O-:4])=[O:2]. Reported procedure: A mixture of 32 ml of nitric acid and 95 ml of acetic acid anhydride was added dropwise with stirring at 0° to -5° C. to a solution of 12.6 g of 3-fluoro-anisole in 100 ml of acetic acid anhydride and the mixture was stirred at 0° to 5° C. for one hour. The reaction was poured over ice and was vacuum filtered. The recovered precipitate was dried to obtain 6.77 g of 2-nitro-5-fluoro-anisole with a melting point <50° C.